This data is from the Open Reaction Database (ORD), a public repository of structured organic reaction records. The task is: describe an organic reaction: reactants, conditions, products, and yield The reactants are Cl (HCl), BrBr (Bromine), C(CCC)[C@@]1(CSC2=C([C@H](N1)C1=CC=CC=C1)C=CC(=C2)OC)CC ((3R,5R)-3-Butyl-3-ethyl-2,3,4,5-tetrahydro-8-methoxy-5-phenyl-1,4-benzothiazepine), hydrochloride salt. Run in C(C)(=O)O (acetic acid). Reaction conditions: time 2 hour. Yields the product BrC=1C(=CC2=C([C@H](N[C@](CS2)(CC)CCCC)C2=CC=CC=C2)C1)OC ((3R,5R)-7-Bromo-3-butyl-3-ethyl-2,3,4,5-tetrahydro-8-methoxy-5-phenyl-1,4-benzothiazepine). The yield is 70.0%. As a reaction SMILES: [Br:1]Br.[CH2:3]([C@@:7]1([CH2:26][CH3:27])[NH:13][C@H:12]([C:14]2[CH:19]=[CH:18][CH:17]=[CH:16][CH:15]=2)[C:11]2[CH:20]=[CH:21][C:22]([O:24][CH3:25])=[CH:23][C:10]=2[S:9][CH2:8]1)[CH2:4][CH2:5][CH3:6].Cl>C(O)(=O)C>[Br:1][C:21]1[C:22]([O:24][CH3:25])=[CH:23][C:10]2[S:9][CH2:8][C@:7]([CH2:3][CH2:4][CH2:5][CH3:6])([CH2:26][CH3:27])[NH:13][C@H:12]([C:14]3[CH:19]=[CH:18][CH:17]=[CH:16][CH:15]=3)[C:11]=2[CH:20]=1. Procedure: Bromine (18.6 g) was added to a solution of the product (10.4 g) from step (f) dissolved in glacial acetic acid (150 ml). The reaction mixture was stirred at room temperature for 2 hours. Acetic acid was removed in vacuo, added another 100 ml and concentrated in vacuo. The resulting residue was dissolved in EtOAc and washed with sodium metabisulfite and 1N NaOH. The organic layer was separated, dried and concentrated in vacuo to give a brown oil which was then converted to the hydrochloride salt... Reactants: BrB(Br)Br, CO, ClCCl, Cl, CCCCNc1nc(N)nc(C)c1Cc1cc(CC(=O)O)ccc1OC, C1COCCO1. Yields the product CCCCNc1nc(N)nc(C)c1Cc1cc(CC(=O)OC)ccc1OC. As a reaction SMILES: [B:1]([Br:2])([Br:3])[Br:4].[CH3:31][OH:32].[Cl:34][CH2:35][Cl:36].[ClH:33].[NH2:5][c:6]1[n:7][c:8]([CH3:30])[c:9]([CH2:17][c:18]2[cH:19][c:20]([CH2:26][C:27](=[O:28])[OH:29])[cH:21][cH:22][c:23]2[O:24][CH3:25])[c:10]([NH:12][CH2:13][CH2:14][CH2:15][CH3:16])[n:11]1.[O:37]1[CH2:38][CH2:39][O:40][CH2:41][CH2:42]1>>[NH2:5][c:6]1[n:7][c:8]([CH3:30])[c:9]([CH2:17][c:18]2[cH:19][c:20]([CH2:26][C:27](=[O:28])[O:29][CH3:31])[cH:21][cH:22][c:23]2[O:24][CH3:25])[c:10]([NH:12][CH2:13][CH2:14][CH2:15][CH3:16])[n:11]1. The reactants are COc1cc(I)c(C(=O)O)cc1OCc1ccccc1, C1CCNCC1, CCN=C=NCCCN(C)C, CCOC(C)=O, Cl, Cl, On1nnc2ccccc21. Product: COc1cc(I)c(C(=O)N2CCCCC2)cc1OCc1ccccc1. RXN SMILES: [CH2:1]([c:2]1[cH:3][cH:4][cH:5][cH:6][cH:7]1)[O:8][c:9]1[c:10]([O:19][CH3:20])[cH:11][c:12]([I:18])[c:13]([C:14](=[O:15])[OH:16])[cH:17]1.[CH2:21]1[CH2:22][CH2:23][NH:24][CH2:25][CH2:26]1.[CH2:38]([N:39]=[C:40]=[N:41][CH2:42][CH2:43][CH2:44][N:45]([CH3:46])[CH3:47])[CH3:48].[CH3:50][CH2:51][O:52][C:53](=[O:54])[CH3:55].[ClH:37].[ClH:49].[OH:27][n:28]1[c:29]2[cH:30][cH:31][cH:32][cH:33][c:34]2[n:35][n:36]1>>[CH2:1]([c:2]1[cH:3][cH:4][cH:5][cH:6][cH:7]1)[O:8][c:9]1[c:10]([O:19][CH3:20])[cH:11][c:12]([I:18])[c:13]([C:14](=[O:16])[N:24]2[CH2:23][CH2:22][CH2:21][CH2:26][CH2:25]2)[cH:17]1. Starting materials: OC1=CC=C(C=C1)C=1N=C2SC3=C(N2C1)C=CC=C3 (2-(p-hydroxyphenyl)imidazo[2,1-b]benzothiazole), C(C)OC(CBr)=O (monobromoacetic acid ethyl ester), C([O-])([O-])=O.[K+].[K+] (potassium carbonate). The solvent is C(C)C(=O)C (methyl ethyl ketone). Product: C(C)OC(=O)COC1=CC=C(C=C1)C=1N=C2SC3=C(N2C1)C=CC=C3 (2-(p-ethoxycarbonylmethoxyphenyl)imidazo[2,1-b]benzothiazole). The yield is 52.3%. RXN SMILES: [OH:1][C:2]1[CH:7]=[CH:6][C:5]([C:8]2[N:9]=[C:10]3[N:14]([CH:15]=2)[C:13]2[CH:16]=[CH:17][CH:18]=[CH:19][C:12]=2[S:11]3)=[CH:4][CH:3]=1.[CH2:20]([O:22][C:23](=[O:26])[CH2:24]Br)[CH3:21].C(=O)([O-])[O-].[K+].[K+]>C(C(C)=O)C>[CH2:20]([O:22][C:23]([CH2:24][O:1][C:2]1[CH:3]=[CH:4][C:5]([C:8]2[N:9]=[C:10]3[N:14]([CH:15]=2)[C:13]2[CH:16]=[CH:17][CH:18]=[CH:19][C:12]=2[S:11]3)=[CH:6][CH:7]=1)=[O:26])[CH3:21] |f:2.3.4|. Procedure details: To 40 ml of methyl ethyl ketone were added 2.6 g of 2-(p-hydroxyphenyl)imidazo[2,1-b]benzothiazole, 1.7 g of monobromoacetic acid ethyl ester, and 1.5 g of potassium carbonate and the mixture was refluxed overnight. After the reaction was over, the reaction mixture was cooled, insoluble materials were filtered off, and the filtrate was concentrated under reduced pressure to provide solid materials, which were recrystallized from toluene-n-hexane to provide 1.8 g of 2-(p-ethoxycarbonylmethoxyphen... Reactants: C(C)C1=NNC=C1C=C(C(=O)OCC)CC(C)=O (ethyl 2-[(3-ethyl-1H-pyrazol-4-yl)methylene]-4-oxopentanoate), C(C)(=O)[O-].[Na+] (sodium acetate), C(C)(=O)OC(C)=O (acetic anhydride), C(=O)(O)[O-].[Na+] (NaHCO3). Yields the product C(C)(=O)N1N=C(C2=CC(=CC(=C12)OC(C)=O)C(=O)OCC)CC (ethyl 1-acetyl-7-(acetyloxy)-3-ethyl-1H-indazole-5-carboxylate). Yield: 34.0%. As a reaction SMILES: [CH2:1]([C:3]1[C:7]([CH:8]=[C:9]([CH2:15][C:16](=[O:18])C)[C:10]([O:12][CH2:13][CH3:14])=[O:11])=[CH:6][NH:5][N:4]=1)[CH3:2].[C:19]([O-:22])(=O)[CH3:20].[Na+].C([O-])(O)=O.[Na+].[C:29](OC(=O)C)(=[O:31])[CH3:30]>>[C:29]([N:5]1[C:6]2[C:7](=[CH:8][C:9]([C:10]([O:12][CH2:13][CH3:14])=[O:11])=[CH:15][C:16]=2[O:18][C:19](=[O:22])[CH3:20])[C:3]([CH2:1][CH3:2])=[N:4]1)(=[O:31])[CH3:30] |f:1.2,3.4|. Procedure: A solution of crude ethyl 2-[(3-ethyl-1H-pyrazol-4-yl)methylene]-4-oxopentanoate (4 g, 15.8 mmol) in acetic anhydride (10 mL), sodium acetate (2.6 g, 32 mmol) was added at room temperature and the mixture was heated at reflux for 4 h. The reaction mixture was cooled to room temperature, basified (pH ˜9) using aqueous NaHCO3 solution and extracted with ethyl acetate (2×50 mL). The combined organic layers were washed with water (25 mL), saturated aqueous NaCl (25 mL), dried over anhydrous Na2SO4 a... The reactants are ClC=1C=C(CCl)C=CC1 (3-Chlorobenzyl chloride), C(=O)([O-])[O-].[K+].[K+] (K2CO3), C(C)(C)(C)OC(CN1C(=NC2=C1C=CC(=C2)NS(=O)(=O)C2=CC=C(C=C2)F)CCC)=O ([5-(4-fluoro-benzenesulfonylamino)-2-propyl-benzoimidazol-1-yl]-acetic acid tert-butyl ester). Run in CC#N (CH3CN), CCOC(=O)C (EtOAc), O (H2O). Conditions: temperature 80 celsius, time 8 hour. Product: C(C)(C)(C)OC(CN1C(=NC2=C1C=CC(=C2)N(S(=O)(=O)C2=CC=C(C=C2)F)CC2=CC(=CC=C2)Cl)CCC)=O ({5-[(3-Chloro-benzyl)-(4-fluoro-benzenesulfonyl)-amino]-2-propyl-benzoimidazol-1-yl}-acetic acid tert-butyl ester). RXN SMILES: [Cl:1][C:2]1[CH:3]=[C:4]([CH:7]=[CH:8][CH:9]=1)[CH2:5]Cl.C([O-])([O-])=O.[K+].[K+].[C:16]([O:20][C:21](=[O:46])[CH2:22][N:23]1[C:27]2[CH:28]=[CH:29][C:30]([NH:32][S:33]([C:36]3[CH:41]=[CH:40][C:39]([F:42])=[CH:38][CH:37]=3)(=[O:35])=[O:34])=[CH:31][C:26]=2[N:25]=[C:24]1[CH2:43][CH2:44][CH3:45])([CH3:19])([CH3:18])[CH3:17]>CC#N.CCOC(C)=O.O>[C:16]([O:20][C:21](=[O:46])[CH2:22][N:23]1[C:27]2[CH:28]=[CH:29][C:30]([N:32]([CH2:5][C:4]3[CH:7]=[CH:8][CH:9]=[C:2]([Cl:1])[CH:3]=3)[S:33]([C:36]3[CH:37]=[CH:38][C:39]([F:42])=[CH:40][CH:41]=3)(=[O:34])=[O:35])=[CH:31][C:26]=2[N:25]=[C:24]1[CH2:43][CH2:44][CH3:45])([CH3:19])([CH3:18])[CH3:17] |f:1.2.3|. Reported procedure: 3-Chlorobenzyl chloride (0.27 mmol) and K2CO3 (63 mg, 0.45 mmol) were added to a solution of [5-(4-fluoro-benzenesulfonylamino)-2-propyl-benzoimidazol-1-yl]-acetic acid tert-butyl ester (40 mg, 0.09 mmol) in CH3CN (1 mL), and stirred overnight at 80° C. The reaction mixture was diluted with EtOAc and H2O, and then filtered through an Extrelut column. The column was washed with EtOAc, and the filtrate was concentrated. The crude product was carried onto the next reaction without any further purif...